From a dataset of the Open Reaction Database (ORD), a public repository of structured organic reaction records. describe an organic reaction: reactants, conditions, products, and yield Reactants: CN(C)CC#Cc1cc(N2C3CCC2CC3)ccc1[N+](=O)[O-], [Fe], O, O, O, O, O, O, O, O, O=S(=O)(O)O. Product: CN(C)CC#Cc1cc(N2C3CCC2CC3)ccc1N. Reaction SMILES: [CH:1]12[CH2:2][CH2:3][CH:4]([CH2:5][CH2:6]1)[N:7]2[c:8]1[cH:9][cH:10][c:11]([N+:20]([O-:21])=[O:22])[c:12]([C:14]#[C:15][CH2:16][N:17]([CH3:18])[CH3:19])[cH:13]1.[Fe:36].[OH2:23].[OH2:24].[OH2:25].[OH2:26].[OH2:27].[OH2:28].[OH2:29].[OH2:35].[S:30]([OH:31])([OH:32])(=[O:33])=[O:34]>>[CH:1]12[CH2:2][CH2:3][CH:4]([CH2:5][CH2:6]1)[N:7]2[c:8]1[cH:9][cH:10][c:11]([NH2:20])[c:12]([C:14]#[C:15][CH2:16][N:17]([CH3:18])[CH3:19])[cH:13]1. Reactants: CC(C)=O, O=C(OO)c1cccc(Cl)c1, CN(C)CCNC(=O)Cc1ccc(OCc2ccc(-c3ccccc3)cc2)cc1. The product is C[N+](C)([O-])CCNC(=O)Cc1ccc(OCc2ccc(-c3ccccc3)cc2)cc1. As a reaction SMILES: [CH3:41][C:42](=[O:43])[CH3:44].[Cl:30][c:31]1[cH:32][cH:33][cH:34][c:35]([C:36]([O:37][OH:39])=[O:38])[cH:40]1.[c:1]1(-[c:24]2[cH:25][cH:26][cH:27][cH:28][cH:29]2)[cH:2][cH:3][c:4]([CH2:7][O:8][c:9]2[cH:10][cH:11][c:12]([CH2:15][C:16](=[O:17])[NH:18][CH2:19][CH2:20][N:21]([CH3:22])[CH3:23])[cH:13][cH:14]2)[cH:5][cH:6]1>>[c:1]1(-[c:24]2[cH:25][cH:26][cH:27][cH:28][cH:29]2)[cH:2][cH:3][c:4]([CH2:7][O:8][c:9]2[cH:10][cH:11][c:12]([CH2:15][C:16](=[O:17])[NH:18][CH2:19][CH2:20][N+:21]([CH3:22])([CH3:23])[O-:38])[cH:13][cH:14]2)[cH:5][cH:6]1. Starting materials: CCOC(C)=O, CCCCCC, CCOC(C)=O, NC1CCCc2ccccc21, CN(C)C=O, O, On1nnc2ccccc21, O=C(O)c1ccc2cnccc2n1. The product is O=C(NC1CCCc2ccccc21)c1ccc2cnccc2n1. Reaction SMILES: [C:36]([O:37][CH2:38][CH3:39])(=[O:40])[CH3:41].[CH3:42][CH2:43][CH2:44][CH2:45][CH2:46][CH3:47].[CH3:53][CH2:54][O:55][C:56](=[O:57])[CH3:58].[CH:25]1([NH2:35])[CH2:26][CH2:27][CH2:28][c:29]2[cH:30][cH:31][cH:32][cH:33][c:34]21.[O:48]=[CH:49][N:50]([CH3:51])[CH3:52].[OH2:14].[OH:15][n:16]1[c:17]2[cH:18][cH:19][cH:20][cH:21][c:22]2[n:23][n:24]1.[n:1]1[c:2]([C:11](=[O:12])[OH:13])[cH:3][cH:4][c:5]2[cH:6][n:7][cH:8][cH:9][c:10]12>>[n:1]1[c:2]([C:11](=[O:13])[NH:35][CH:25]2[CH2:26][CH2:27][CH2:28][c:29]3[cH:30][cH:31][cH:32][cH:33][c:34]32)[cH:3][cH:4][c:5]2[cH:6][n:7][cH:8][cH:9][c:10]12.